From a dataset of the Open Reaction Database (ORD), a public repository of structured organic reaction records. describe an organic reaction: reactants, conditions, products, and yield The reactants are C(CC(=O)OCC)(=O)OCC (diethyl malonate), ClC1=CC(=C(C(=O)O)C=C1)[N+](=O)[O-] (4-chloro-2-nitrobenzoic acid), C(C(=O)Cl)(=O)Cl (oxalyl chloride), [H-].[Na+] (sodium hydride). Reagents/catalysts: CN(C)C=O (DMF). Run in C1CCOC1 (THF), C1CCOC1 (THF). Reaction conditions: temperature 0 celsius, time 10 minute. Yields the product ClC1=CC(=C(C=C1)C(C)=O)[N+](=O)[O-] (1-(4-chloro-2-nitro-phenyl)-ethanone). Yield: 23.7%. As a reaction SMILES: [Cl:1][C:2]1[CH:10]=[CH:9][C:5]([C:6]([OH:8])=O)=[C:4]([N+:11]([O-:13])=[O:12])[CH:3]=1.[C:14](Cl)(=O)C(Cl)=O.C(OCC)(=O)CC(OCC)=O.[H-].[Na+]>C1COCC1.CN(C=O)C>[Cl:1][C:2]1[CH:10]=[CH:9][C:5]([C:6](=[O:8])[CH3:14])=[C:4]([N+:11]([O-:13])=[O:12])[CH:3]=1 |f:3.4|. Procedure: To a solution of 4-chloro-2-nitrobenzoic acid (30.0 g, 0.15 mol) in THF (400 mL) was added oxalyl chloride (26 mL, 0.3 mol) at 0° C., followed by DMF (2 drops). After stirring for 10 min at 0° C., the ice bath was removed and the reaction mixture was heated at reflux for 3 h. The resulting mixture was then cooled and evaporated under reduced pressure. A second 1 L round bottom flask was loaded with diethyl malonate (22.8 mL, 0.15 mol) and THF (150 mL): sodium hydride (60% dispersion in mineral o... Reactants: CC1=COC2=C1C=C(C(=C2)N2CCOCC2)C (3,5-dimethyl-6-morpholinobenzofuran). The reagents and catalysts are [Pd] (palladium on carbon), [Pd] (palladium on carbon). Run in C(C)(=O)OCC (ethyl acetate). The product is CC1COC2=C1C=C(C(=C2)N2CCOCC2)C (3,5-dimethyl-6-morpholino-2,3-dihydrobenzofuran). RXN SMILES: [CH3:1][C:2]1[C:6]2[CH:7]=[C:8]([CH3:17])[C:9]([N:11]3[CH2:16][CH2:15][O:14][CH2:13][CH2:12]3)=[CH:10][C:5]=2[O:4][CH:3]=1>[Pd].C(OCC)(=O)C>[CH3:1][CH:2]1[C:6]2[CH:7]=[C:8]([CH3:17])[C:9]([N:11]3[CH2:16][CH2:15][O:14][CH2:13][CH2:12]3)=[CH:10][C:5]=2[O:4][CH2:3]1. Procedure details: A mixture of 10 g (43.2 mmole) of 3,5-dimethyl-6-morpholinobenzofuran, 2 g of 5% palladium on carbon and 200 ml of ethyl acetate is hydrogenated at room temperature and a pressure of 4 bar. For completion of the reaction, 2 g, each time, of 5% palladium on carbon are added a further four times during hydrogenation. After a total of 58 hours, the catalyst is filtered off and the filtrate is concentrated by evaporation in vacuo. Purification of the residue by flash chromatography (silica gel, petr... The reactants are NC1=C(N)C=C(C(=C1)Cl)S(N)(=O)=O (2-amino-4-chloro-5-sulfamylaniline), [OH-].[K+] (potassium hydroxide), C(=S)=S (carbon disulfide), O (water). Run in C(C)O (ethanol), CO (methanol), C(C)O (ethanol). Product: ClC1=CC2=C(NC(=N2)S)C=C1S(N)(=O)=O (5-Chloro-2-Mercapto-6-Sulfamyl-1H-Benzimidazole). Reaction SMILES: [OH-].[K+].O.[C:4](=S)=[S:5].[NH2:7][C:8]1[CH:14]=[C:13]([Cl:15])[C:12]([S:16](=[O:19])(=[O:18])[NH2:17])=[CH:11][C:9]=1[NH2:10]>C(O)C.CO>[Cl:15][C:13]1[C:12]([S:16](=[O:18])(=[O:19])[NH2:17])=[CH:11][C:9]2[NH:10][C:4]([SH:5])=[N:7][C:8]=2[CH:14]=1 |f:0.1|. Procedure: To 2.9 g of potassium hydroxide dissolved in 45 ml of ethanol and 9 ml of water was added with stirring 4.0 g of carbon disulfide. This solution was then added dropwise to 300 ml of ethanol containing 11.8 g of 2-amino-4-chloro-5-sulfamylaniline. The reaction was refluxed for 5 hours and then concentrated in vacuo to a dark oil. Treatment with 50° C. water provided a solid which was removed by filtration. The filtrate was cooled with ice and acidified to pH 5.0 with acetic acid to yield a gray s... The reactants are BrC1=NC=C(C=C1)Br (2,5-dibromopyridine), C(C)(C)N1CC(CC1)O (1-isopropylpyrrolidin-3-ol), ( b ). Yields the product BrC=1C=CC(=NC1)OC1CN(CC1)C(C)C (5-Bromo-2-(1-isopropyl-pyrrolidin-3-yloxy)-pyridine). As a reaction SMILES: Br[C:2]1[CH:7]=[CH:6][C:5]([Br:8])=[CH:4][N:3]=1.[CH:9]([N:12]1[CH2:16][CH2:15][CH:14]([OH:17])[CH2:13]1)([CH3:11])[CH3:10]>>[Br:8][C:5]1[CH:6]=[CH:7][C:2]([O:17][CH:14]2[CH2:15][CH2:16][N:12]([CH:9]([CH3:11])[CH3:10])[CH2:13]2)=[N:3][CH:4]=1. Procedure: Prepared from 2,5-dibromopyridine and 1-isopropylpyrrolidin-3-ol by the method of Example 10 (b).